This data is from the Open Reaction Database (ORD), a public repository of structured organic reaction records. The task is: describe an organic reaction: reactants, conditions, products, and yield Reactants: N(=O)[O-].[Na+] (sodium nitrite), NC1=NC2=NC(=CC(=C2C=C1)C)C(C(F)(F)F)(F)F (2-Amino-5-methyl-7-pentafluoroethyl-1,8-naphthyridine), ice water. Solvent: FC(C(=O)O)(F)F (trifluoroacetic acid). Run at time 1 hour. Yields the product CC1=C2C=CC(NC2=NC(=C1)C(C(F)(F)F)(F)F)=O (5-Methyl-7-pentafluoroethyl-1,8-naphthyridin-2(1H)-one). RXN SMILES: N[C:2]1[CH:11]=[CH:10][C:9]2[C:4](=[N:5][C:6]([C:13]([F:19])([F:18])[C:14]([F:17])([F:16])[F:15])=[CH:7][C:8]=2[CH3:12])[N:3]=1.N([O-])=[O:21].[Na+]>FC(F)(F)C(O)=O>[CH3:12][C:8]1[CH:7]=[C:6]([C:13]([F:19])([F:18])[C:14]([F:17])([F:16])[F:15])[N:5]=[C:4]2[C:9]=1[CH:10]=[CH:11][C:2](=[O:21])[NH:3]2 |f:1.2|. Reported procedure: 2-Amino-5-methyl-7-pentafluoroethyl-1,8-naphthyridine (5.54 g., 20 mmole) is dissolved in trifluoroacetic acid (40 ml.) and to the stirred solution cooled to -5° to 0° C. is added finely powdered sodium nitrite (3.0 g., 43.5 mmole) in small portions. Stirring of the mixture is continued at room temperature for one hour, after which it is poured into ice-water (ca. 500 ml.). The product precipitates and is collected, washed and dried at 60° C. in air. It can be purified by recrystallization from ... Reactants: FeCl3.6H2O, C(#N)C1=CC2=C(N(C(=N2)C2=CC=CC=C2)CCC)C=C1C#N (5,6-Dicyano-2-phenyl-1-propylbenzimidazole), C(C=C)C(CC=C)(CC=C)C1=CC=C(C=O)C=C1 (4-(4-Allylhepta-1,6-dien-4-yl)benzaldehyde). The solvent is C(C)(=O)OCC (ethyl acetate), CN1CCCC1=O (NMP), CN1CCCC1=O (NMP). Reaction conditions: temperature 120 celsius, time 2 hour. Yields the product C(C=C)C(CC=C)(CC=C)C1=CC=C(C=C1)C=1NC2=C(N1)C=C(C(=C2)C#N)C#N (2-(4-(4-Allylhepta-1,6-dien-4-yl)phenyl)-5,6-dicyanobenzimidazole). The yield is 56.6%. Reaction SMILES: [C:1]([C:3]1[C:20]([C:21]#[N:22])=[CH:19][C:6]2[N:7](CCC)[C:8]([C:10]3[CH:15]=[CH:14][CH:13]=[CH:12][CH:11]=3)=[N:9][C:5]=2[CH:4]=1)#[N:2].[CH2:23]([C:26](C1C=CC(C=O)=CC=1)([CH2:30][CH:31]=[CH2:32])[CH2:27][CH:28]=[CH2:29])[CH:24]=[CH2:25]>CN1C(=O)CCC1.C(OCC)(=O)C>[CH2:23]([C:26]([C:13]1[CH:14]=[CH:15][C:10]([C:8]2[NH:7][C:6]3[CH:19]=[C:20]([C:21]#[N:22])[C:3]([C:1]#[N:2])=[CH:4][C:5]=3[N:9]=2)=[CH:11][CH:12]=1)([CH2:30][CH:31]=[CH2:32])[CH2:27][CH:28]=[CH2:29])[CH:24]=[CH2:25]. Reported procedure: A solution of 1 (198 mg, 1.25 mmol) in NMP (2.5 mL) and a solution of 2 (300 mg, 1.25 mmol) in NMP (3.5 mL) were combined in a flask fitted with a Hickman still. The mixture was heated at 120° C. and stirred for 2 h. Then FeCl3.6H2O (17 mg, 63 μmol) was added and oxygen was bubbled through the mixture with continued heating and stirring for 20 h. The cooled reaction mixture was diluted with ethyl acetate. The organic solution was washed with water and brine. The organic layer was dried (Na2SO4),...